Dataset: the Open Reaction Database (ORD), a public repository of structured organic reaction records. Task: describe an organic reaction: reactants, conditions, products, and yield The reactants are CCCCCCCCCCCCCCOc1ccc(CO)cc1, ClCCl, CC#N, BrP(Br)Br, c1ccncc1. Yields the product CCCCCCCCCCCCCCOc1ccc(CBr)cc1. RXN SMILES: [CH2:1]([CH2:2][CH2:3][CH2:4][CH2:5][CH2:6][CH2:7][CH2:8][CH2:9][CH2:10][CH2:11][CH2:12][CH2:13][CH3:14])[O:15][c:16]1[cH:17][cH:18][c:19]([CH2:20][OH:21])[cH:22][cH:23]1.[CH2:37]([Cl:38])[Cl:39].[CH3:24][C:25]#[N:26].[P:33]([Br:34])([Br:35])[Br:36].[cH:27]1[cH:28][cH:29][n:30][cH:31][cH:32]1>>[CH2:1]([CH2:2][CH2:3][CH2:4][CH2:5][CH2:6][CH2:7][CH2:8][CH2:9][CH2:10][CH2:11][CH2:12][CH2:13][CH3:14])[O:15][c:16]1[cH:17][cH:18][c:19]([CH2:20][Br:34])[cH:22][cH:23]1.